Task: describe an organic reaction: reactants, conditions, products, and yield. Dataset: the Open Reaction Database (ORD), a public repository of structured organic reaction records The reactants are CSC1=NC=CC(=N1)N1C=CC2=C(C=CC=C12)O[Si](C(C)C)(C(C)C)C(C)C (1-(2-methylsulfanyl-pyrimidin-4-yl)-4-triisopropylsilanyloxy-1H-indole), FC(COC)(F)F (1,1,1-trifluoro-2-methoxy-ethane), H2CO3, CN1CCCC1=O (NMP). Product: FC(CC(COC1=C2C=CN(C2=CC=C1)C1=NC(=NC=C1)SC)O)(F)F (4,4,4-tri-fluoro-1-[1-(2-methylsulfanyl-pyrimidin-4-yl)-1H-indol-4-yloxy]-butan-2-ol). RXN SMILES: [CH3:1][S:2][C:3]1[N:8]=[C:7]([N:9]2[C:17]3[C:12](=[C:13]([O:18][Si](C(C)C)(C(C)C)C(C)C)[CH:14]=[CH:15][CH:16]=3)[CH:11]=[CH:10]2)[CH:6]=[CH:5][N:4]=1.[F:29][C:30]([F:35])([F:34])[CH2:31]OC.CN1[C:41](=[O:42])[CH2:40]CC1>>[F:35][C:30]([F:29])([F:34])[CH2:31][CH:41]([OH:42])[CH2:40][O:18][C:13]1[CH:14]=[CH:15][CH:16]=[C:17]2[C:12]=1[CH:11]=[CH:10][N:9]2[C:7]1[CH:6]=[CH:5][N:4]=[C:3]([S:2][CH3:1])[N:8]=1. Procedure details: 1-(2-methylsulfanyl-pyrimidin-4-yl)-4-triisopropylsilanyloxy-1H-indole (1.25 g) was mixed with 1,1,1-trifluoro-2-methoxy-ethane (2.5 g) and H2CO3 (2.68 g) in NMP (5 mL) at 110° C. for 30 min, cooled to RT, quenched with water, extracted into DCM, and the filtrate purified on a column with hexane to EtOAc/hexane. The fractions collected yielded an oil which was triturated with water to precipitate a solid, which was filtered and dried to yield 4,4,4-tri-fluoro-1-[1-(2-methylsulfanyl-pyrimidin-4-y... Reactants: C=O, Cl, Oc1cc(F)cc(F)c1, [K+], [OH-], O. Product: OCc1c(F)cc(O)cc1F. Reaction SMILES: [CH2:12]=[O:13].[ClH:14].[F:1][c:2]1[cH:3][c:4]([OH:9])[cH:5][c:6]([F:8])[cH:7]1.[K+:11].[OH-:10].[OH2:15]>>[F:1][c:2]1[cH:3][c:4]([OH:9])[cH:5][c:6]([F:8])[c:7]1[CH2:12][OH:10]. The reactants are Cl (hydrochloric acid), C(C)(=O)NC1=CC=C(C=C1)NC(NC1=CC(=C(OCCOC(C)=O)C(=C1)Cl)Cl)=S (acetic acid 2-{4-[3-(4-acetylamino-phenyl)-thioureido]-2,6-dichloro-phenoxy}-ethyl ester), O1CCCC1 (tetrahydrofuran), [OH-].[Na+] (sodium hydroxide). Run in CO (methanol). Conditions: time 2 hour. The product is ClC=1C=C(C=C(C1OCCO)Cl)NC(NC1=CC=C(C=C1)NC(C)=O)=S (N-(4-{3-[3,5-Dichloro-4-(2-hydroxy-ethoxy)-phenyl]-thioureido}-phenyl)-acetamide). As a reaction SMILES: [C:1]([NH:4][C:5]1[CH:10]=[CH:9][C:8]([NH:11][C:12](=[S:29])[NH:13][C:14]2[CH:26]=[C:25]([Cl:27])[C:17]([O:18][CH2:19][CH2:20][O:21]C(=O)C)=[C:16]([Cl:28])[CH:15]=2)=[CH:7][CH:6]=1)(=[O:3])[CH3:2].O1CCCC1.[OH-].[Na+].Cl>CO>[Cl:27][C:25]1[CH:26]=[C:14]([NH:13][C:12](=[S:29])[NH:11][C:8]2[CH:9]=[CH:10][C:5]([NH:4][C:1](=[O:3])[CH3:2])=[CH:6][CH:7]=2)[CH:15]=[C:16]([Cl:28])[C:17]=1[O:18][CH2:19][CH2:20][OH:21] |f:2.3|. Procedure: To a solution of acetic acid 2-{4-[3-(4-acetylamino-phenyl)-thioureido]-2,6-dichloro-phenoxy}-ethyl ester (0.16 g) in a 1:1 mixture of tetrahydrofuran and methanol (2.5 mL) is added 1N aqueous sodium hydroxide (1 mL) and the mixture is stirred for approximately 2 hours at room temperature. The solution is then poured into 2 M aqueous hydrochloric acid (3 mL), extracted into ethyl acetate, and the extracts are dried over anhydrous sodium sulfate. The solvent is removed by evaporation under reduce... The reactants are C1CC(=O)N(C1=O)Br (NBS), OC1=CC(NC=2CCN(CCC21)C(=O)OC(C)(C)C)=O (tert-butyl 4-hydroxy-2-oxo-1,2,5,6,8,9-hexahydro-7H-pyrido[2,3-d]azepine-7-carboxylate). The solvent is C(Cl)Cl (DCM). Conditions: time 3 hour. The product is BrC1=C(C2=C(CCN(CC2)C(=O)OC(C)(C)C)NC1=O)O (tert-butyl 3-bromo-4-hydroxy-2-oxo-1,2,5,6,8,9-hexahydro-7H-pyrido[2,3-d]azepine-7-carboxylate). Isolated yield 82.6%. Reaction SMILES: C1C(=O)N([Br:8])C(=O)C1.[OH:9][C:10]1[C:20]2[CH2:19][CH2:18][N:17]([C:21]([O:23][C:24]([CH3:27])([CH3:26])[CH3:25])=[O:22])[CH2:16][CH2:15][C:14]=2[NH:13][C:12](=[O:28])[CH:11]=1>C(Cl)Cl>[Br:8][C:11]1[C:12](=[O:28])[NH:13][C:14]2[CH2:15][CH2:16][N:17]([C:21]([O:23][C:24]([CH3:25])([CH3:27])[CH3:26])=[O:22])[CH2:18][CH2:19][C:20]=2[C:10]=1[OH:9]. Procedure details: NBS (0.668 mmol, 119 mg) was added in one portion to a stirred solution of tert-butyl 4-hydroxy-2-oxo-1,2,5,6,8,9-hexahydro-7H-pyrido[2,3-d]azepine-7-carboxylate (0.607 mmol, 170 mg) in DCM (3 ml) at room temperature. After 3 h of stirring, the reaction was quenched with sat. aq. NaHCO3 and extracted with DCM. The organic layer was dried, concentrated in vacuo and purified purified by column chromatography to provide 180 mg (83%) of tert-butyl 3-bromo-4-hydroxy-2-oxo-1,2,5,6,8,9-hexahydro-7H-pyr... Reactants: C(C1=CC=CC=C1)N1N=C(C2=C1CC(C2)F)C2=NN=NN2 (1-Benzyl-5-fluoro-3-(1H-tetrazol-5-yl)-1,4,5,6-tetrahydro-cyclopentapyrazole), C(=O)O (formic acid). Reagents/catalysts: [Pd] (palladium black). The solvent is CO (MeOH). Conditions: time 96 hour. Yields the product FC1CC=2C(=C(NN2)C2=NN=NN2)C1 (5-Fluoro-3-(1H-tetrazol-5-yl)-2,4,5,6-tetrahydro-cyclopentapyrazole). Isolated yield 63.1%. Reaction SMILES: C([N:8]1[C:12]2[CH2:13][CH:14]([F:16])[CH2:15][C:11]=2[C:10]([C:17]2[NH:21][N:20]=[N:19][N:18]=2)=[N:9]1)C1C=CC=CC=1.C(O)=O>CO.[Pd]>[F:16][CH:14]1[CH2:15][C:11]2=[C:10]([C:17]3[NH:21][N:20]=[N:19][N:18]=3)[NH:9][N:8]=[C:12]2[CH2:13]1. Reported procedure: To a solution of the intermediate from step B (13 mg, 0.04 mmol) in MeOH (1 mL) was added formic acid (0.1 mL) followed by palladium black (10 mg). After stirring the reaction mixture under nitrogen atmosphere for 96 hours, it was filtered and concentrated in vacuo. The residue was purified by reverse phase HPLC (Gilson) to give the title compound (4.9 mg). 1H NMR (CD3OD, 500 MHz) δ 5.8 (d, J=51.9 Hz, 1H), 3.31-3.17 (m, 2H), 3.14-2.92 (m, 2H). LC-MS: 0.99 min; (M+H)=195.17. Solvent: O (water), C(C)OCC (diethyl ether), C(C)OCC (diethyl ether). Yields the product CN([C@@H](CSC(C1=CC=CC=C1)(C1=CC=CC=C1)C1=CC=CC=C1)C=O)C(=O)OC(C)(C)C (N-methyl-N-tert-butoxycarbonyl-S-(triphenylmethyl)cysteinal). RXN SMILES: [CH3:1][N:2]([C:31]([O:33][C:34]([CH3:37])([CH3:36])[CH3:35])=[O:32])[C@@H:3]([CH2:10][S:11][C:12]([C:25]1[CH:30]=[CH:29][CH:28]=[CH:27][CH:26]=1)([C:19]1[CH:24]=[CH:23][CH:22]=[CH:21][CH:20]=1)[C:13]1[CH:18]=[CH:17][CH:16]=[CH:15][CH:14]=1)[C:4](N(C)OC)=[O:5].[H-].[Al+3].[Li+].[H-].[H-].[H-].C(=O)([O-])O.[Na+]>C(OCC)C.O>[CH3:1][N:2]([C:31]([O:33][C:34]([CH3:37])([CH3:36])[CH3:35])=[O:32])[C@H:3]([CH:4]=[O:5])[CH2:10][S:11][C:12]([C:13]1[CH:18]=[CH:17][CH:16]=[CH:15][CH:14]=1)([C:25]1[CH:26]=[CH:27][CH:28]=[CH:29][CH:30]=1)[C:19]1[CH:20]=[CH:21][CH:22]=[CH:23][CH:24]=1 |f:1.2.3.4.5.6,7.8|. Reactants: C(O)([O-])=O.[Na+] (sodium hydrogen carbonate), CN([C@H](C(=O)N(OC)C)CSC(C1=CC=CC=C1)(C1=CC=CC=C1)C1=CC=CC=C1)C(=O)OC(C)(C)C (N-(-N-methyl-2(R)-tert-butoxycarbonylamino-3-(triphenylmethylthio)propionyl)-N,O-dimethylhydroxylamine), [H-].[Al+3].[Li+].[H-].[H-].[H-] (lithium aluminium hydride). The yield is 59.1%. Reported procedure: 4.2 g of N-(-N-methyl-2(R)-tert-butoxycarbonylamino-3-(triphenylmethylthio)propionyl)-N,O-dimethylhydroxylamine in 15 cm3 of diethyl ether are added, at a temperature in the region of -45° C., to a suspension of 0.386 g of lithium aluminium hydride in 35 cm3 of diethyl ether. The temperature is allowed, with stirring, to rise to approximately 0° C. After cooling to a temperature in the region of -35° C., a solution of 1.77 g of sodium hydrogen carbonate in 6.5 cm3 of water is added. The organic ... Conditions: temperature -35 celsius. Starting materials: ClC1=CC(=C(C=C1)NS(=O)(=O)C(F)(F)F)C(CC)=O (N-(4-chloro-2-propionylphenyl)trifluoromethanesulfonamide), Cl.C(C=C)ON (O-allylhydroxylamine hydrochloride), CC(=O)[O-].[Na+] (NaOAc). Run in CCO (EtOH). Yields the product C(C=C)ON=C(CC)C1=C(C=CC(=C1)Cl)NS(=O)(=O)C(F)(F)F (N-[2-(1-allyloxyiminopropyl)-4-chlorophenyl]trifluoromethanesulfonamide). Yield: 31.3%. RXN SMILES: [Cl:1][C:2]1[CH:7]=[CH:6][C:5]([NH:8][S:9]([C:12]([F:15])([F:14])[F:13])(=[O:11])=[O:10])=[C:4]([C:16](=O)[CH2:17][CH3:18])[CH:3]=1.Cl.[CH2:21]([O:24][NH2:25])[CH:22]=[CH2:23].CC([O-])=O.[Na+]>CCO>[CH2:21]([O:24][N:25]=[C:16]([C:4]1[CH:3]=[C:2]([Cl:1])[CH:7]=[CH:6][C:5]=1[NH:8][S:9]([C:12]([F:15])([F:14])[F:13])(=[O:11])=[O:10])[CH2:17][CH3:18])[CH:22]=[CH2:23] |f:1.2,3.4|. Reported procedure: A solution of N-(4-chloro-2-propionylphenyl)trifluorcmethanesulfonamide 22 (316 mg, 1.0 mmol), O-allylhydroxylamine hydrochloride (119 mg, 1.05 mmol) and anhydrous NaOAc (86 mg, 1.05 mmol) in EtOH (5 mL) was stirred for 15 hours at RT. The reaction mixture was concentrated under vacuum and the residue filtered through a pad of silica (eluting with EtOAc/PE, 1:9). The residue was purified by radial thin layer chromatography (eluting with CH2Cl2/PE, 1:99 to 1:19) to afford N-[2-(1-allyloxyiminopro... Reactants: [Al+3], CN1CCC(=C2c3ccccc3CC(=O)c3ccccc32)CC1, [H-], [H-], [H-], [H-], [Li+], [Na+], [OH-], O. Product: CN1CCC(=C2c3ccccc3CC(O)c3ccccc32)CC1. As a reaction SMILES: [Al+3:25].[CH3:1][N:2]1[CH2:3][CH2:4][C:5](=[C:8]2[c:9]3[c:10]([cH:20][cH:21][cH:22][cH:23]3)[C:11](=[O:19])[CH2:12][c:13]3[c:14]2[cH:15][cH:16][cH:17][cH:18]3)[CH2:6][CH2:7]1.[H-:24].[H-:27].[H-:28].[H-:29].[Li+:26].[Na+:31].[OH-:30].[OH2:32]>>[CH3:1][N:2]1[CH2:3][CH2:4][C:5](=[C:8]2[c:9]3[c:10]([cH:20][cH:21][cH:22][cH:23]3)[CH:11]([OH:19])[CH2:12][c:13]3[c:14]2[cH:15][cH:16][cH:17][cH:18]3)[CH2:6][CH2:7]1.